This data is from the Open Reaction Database (ORD), a public repository of structured organic reaction records. The task is: describe an organic reaction: reactants, conditions, products, and yield The product is CC(C)n1nc(CO)nc1-c1cn2c(n1)-c1ccccc1OCC2. Reaction SMILES: [Br:1][c:2]1[cH:3][c:4]2[c:5]([cH:24][cH:25]1)-[c:6]1[n:7][c:8](-[c:14]3[n:15][c:16]([CH2:22][OH:23])[n:17][n:18]3[CH:19]([CH3:20])[CH3:21])[cH:9][n:10]1[CH2:11][CH2:12][O:13]2.[H:26][H:27]>>[cH:2]1[cH:3][c:4]2[c:5]([cH:24][cH:25]1)-[c:6]1[n:7][c:8](-[c:14]3[n:15][c:16]([CH2:22][OH:23])[n:17][n:18]3[CH:19]([CH3:20])[CH3:21])[cH:9][n:10]1[CH2:11][CH2:12][O:13]2. Starting materials: CC(C)n1nc(CO)nc1-c1cn2c(n1)-c1ccc(Br)cc1OCC2, [H][H]. Starting materials: NC=1SC(=NN1)C(C)(C)C (2-Amino-5-tert-butyl-1,3,4-thiadiazole), C/C=1/C(=O)OC(\C1\C)=O (2,3-dimethylmaleic anhydride). Run in C(C)(=O)O (acetic acid), C(C)(=O)O (acetic acid). Product: C(C)(C)(C)C1=NN=C(S1)N1C(C(=C(C1=O)C)C)=O (N-(5-tert-butyl-1,3,4-thiadiazol-2-yl)-2,3-dimethylmaleinimide). Isolated yield 91.0%. As a reaction SMILES: [NH2:1][C:2]1[S:3][C:4]([C:7]([CH3:10])([CH3:9])[CH3:8])=[N:5][N:6]=1.[CH3:11][C:12]1[C:13]([O:15][C:16](=O)[C:17]=1[CH3:18])=[O:14]>C(O)(=O)C>[C:7]([C:4]1[S:3][C:2]([N:1]2[C:13](=[O:14])[C:12]([CH3:11])=[C:17]([CH3:18])[C:16]2=[O:15])=[N:6][N:5]=1)([CH3:10])([CH3:9])[CH3:8]. Procedure details: 2-Amino-5-tert-butyl-1,3,4-thiadiazole (1.57 g) and 2,3-dimethylmaleic anhydride (1.51 g) were refluxed for 5 hours in glacial acetic acid (30 ml). After the reaction, acetic acid and the excess of the 2,3-dimethylmaleic anhydride were evaporated. The residue was dissolved in dichloromethane (50 ml), and the solution was washed with a 10% aqueous solution of potassium carbonate (20 ml), and dried over anhydrous magnesium sulfate. The solvent was evaporated to give the desired N-(5-tert-butyl-1,3... The reactants are CN1N=CC2=CC(=CC=C12)C1N(CCNC1)C(=O)OC(C)(C)C (tert-butyl 2-(1-methyl-1H-indazol-5-yl)piperazine-1-carboxylate), BrC=1SC2=C(N1)C=C(C(=C2C2=CC=C(C=C2)Cl)[C@@H](C(=O)OCC)OC(C)(C)C)C ((S)-ethyl 2-(2-bromo-7-(4-chlorophenyl)-5-methylbenzo[d]thiazol-6-yl)-2-tert-butoxyacetate), C([O-])([O-])=O.[K+].[K+] (potassium carbonate). The solvent is CN(C)C=O (DMF). Conditions: temperature 140 celsius. The product is C(C)(C)(C)O[C@H](C(=O)OCC)C1=C(C2=C(N=C(S2)N2CC(N(CC2)C(=O)OC(C)(C)C)C=2C=C3C=NN(C3=CC2)C)C=C1C)C1=CC=C(C=C1)Cl (tert-butyl 4-(6-((S)-1-tert-butoxy-2-ethoxy-2-oxoethyl)-7-(4-chlorophenyl)-5-methylbenzo[d]thiazol-2-yl)-2-(1-methyl-1H-indazol-5-yl)piperazine-1-carboxylate). RXN SMILES: [CH3:1][N:2]1[C:10]2[C:5](=[CH:6][C:7]([CH:11]3[CH2:16][NH:15][CH2:14][CH2:13][N:12]3[C:17]([O:19][C:20]([CH3:23])([CH3:22])[CH3:21])=[O:18])=[CH:8][CH:9]=2)[CH:4]=[N:3]1.Br[C:25]1[S:26][C:27]2[C:33]([C:34]3[CH:39]=[CH:38][C:37]([Cl:40])=[CH:36][CH:35]=3)=[C:32]([C@H:41]([O:47][C:48]([CH3:51])([CH3:50])[CH3:49])[C:42]([O:44][CH2:45][CH3:46])=[O:43])[C:31]([CH3:52])=[CH:30][C:28]=2[N:29]=1.C(=O)([O-])[O-].[K+].[K+]>CN(C=O)C>[C:48]([O:47][C@@H:41]([C:32]1[C:31]([CH3:52])=[CH:30][C:28]2[N:29]=[C:25]([N:15]3[CH2:14][CH2:13][N:12]([C:17]([O:19][C:20]([CH3:23])([CH3:22])[CH3:21])=[O:18])[CH:11]([C:7]4[CH:6]=[C:5]5[C:10](=[CH:9][CH:8]=4)[N:2]([CH3:1])[N:3]=[CH:4]5)[CH2:16]3)[S:26][C:27]=2[C:33]=1[C:34]1[CH:35]=[CH:36][C:37]([Cl:40])=[CH:38][CH:39]=1)[C:42]([O:44][CH2:45][CH3:46])=[O:43])([CH3:49])([CH3:50])[CH3:51] |f:2.3.4|. Procedure details: The mixture of tert-butyl 2-(1-methyl-1H-indazol-5-yl)piperazine-1-carboxylate (10 mg, 0.03 mmol), (S)-ethyl 2-(2-bromo-7-(4-chlorophenyl)-5-methylbenzo[d]thiazol-6-yl)-2-tert-butoxyacetate (15 mg, 0.03 mmol), and potassium carbonate (41 mg, 0.3 mmol) in DMF (0.5 mL) was heated at 140° C. for 4 hours. The mixture was cooled, and was quenched with water. The mixture was extracted with ethyl acetate, and the organic phase was washed with water and brine, and was dried with sodium sulfate. Concentr... The product is CS(=O)(=O)c1cc(CNC(=O)c2cncc3c2cnn3-c2ccc(F)cc2)cc(=O)[nH]1. Reaction SMILES: [BrH:33].[CH3:1][S:2](=[O:3])(=[O:4])[c:5]1[n:6][c:7]([O:31][CH3:32])[cH:8][c:9]([CH2:11][NH:12][C:13](=[O:14])[c:15]2[c:16]3[c:17]([cH:18][n:19][cH:20]2)[n:21](-[c:24]2[cH:25][cH:26][c:27]([F:30])[cH:28][cH:29]2)[n:22][cH:23]3)[cH:10]1.[CH3:34][C:35](=[O:36])[OH:37]>>[CH3:1][S:2](=[O:3])(=[O:4])[c:5]1[nH:6][c:7](=[O:31])[cH:8][c:9]([CH2:11][NH:12][C:13](=[O:14])[c:15]2[c:16]3[c:17]([cH:18][n:19][cH:20]2)[n:21](-[c:24]2[cH:25][cH:26][c:27]([F:30])[cH:28][cH:29]2)[n:22][cH:23]3)[cH:10]1. Reactants: Br, COc1cc(CNC(=O)c2cncc3c2cnn3-c2ccc(F)cc2)cc(S(C)(=O)=O)n1, CC(=O)O.